From a dataset of the Open Reaction Database (ORD), a public repository of structured organic reaction records. describe an organic reaction: reactants, conditions, products, and yield The reactants are Cl (hydrochloric acid), ClC1=NC2=CC=C(C(=C2C=C1)NC(CC1CCCCC1)=O)Cl (N-(2,6-dichloro-5-quinolinyl)-cyclohexaneacetamide), NCCNCCO (2-[(2-aminoethyl)amino]-ethanol), Example 1 ( a ), C([O-])([O-])=O.[K+].[K+] (potassium carbonate). The solvent is CO (methanol), O1CCOCC1 (1,4-dioxane), O (water), ClCCl (dichloromethane), CN1C(CCC1)=O (N-methylpyrrolidinone). Conditions: temperature 120 celsius, time 2 hour. The product is Cl.Cl.ClC=1C(=C2C=CC(=NC2=CC1)NCCNCCO)NC(CC1CCCCC1)=O (N-[6-Chloro-2-[[2-[(2-hydroxyethyl)amino]ethyl]amino]-5-quinolinyl]-cyclohexaneacetamide, Dihydrochloride). Reaction SMILES: [Cl:1][C:2]1[CH:11]=[CH:10][C:9]2[C:4](=[CH:5][CH:6]=[C:7]([Cl:22])[C:8]=2[NH:12][C:13](=[O:21])[CH2:14][CH:15]2[CH2:20][CH2:19][CH2:18][CH2:17][CH2:16]2)[N:3]=1.C(=O)([O-])[O-].[K+].[K+].[NH2:29][CH2:30][CH2:31][NH:32][CH2:33][CH2:34][OH:35].[ClH:36]>CN1CCCC1=O.ClCCl.CO.O1CCOCC1.O>[ClH:1].[ClH:36].[Cl:22][C:7]1[C:8]([NH:12][C:13](=[O:21])[CH2:14][CH:15]2[CH2:20][CH2:19][CH2:18][CH2:17][CH2:16]2)=[C:9]2[C:4](=[CH:5][CH:6]=1)[N:3]=[C:2]([NH:29][CH2:30][CH2:31][NH:32][CH2:33][CH2:34][OH:35])[CH:11]=[CH:10]2 |f:1.2.3,11.12.13|. Reported procedure: To a stirred solution of N-(2,6-dichloro-5-quinolinyl)-cyclohexaneacetamide (Example 1 (a)) (170 mg) and potassium carbonate (350 mg) in N-methylpyrrolidinone (4 mL) was added 2-[(2-aminoethyl)amino]-ethanol (500 μL). The mixture was heated at 120° C. for 5 hours after which it was cooled and poured into water. The resulting solid was isolated by filtration, dried and suspended in dichloromethane (5 mL). The suspension was then treated with di-tert-butyl dicarbonate (220 mg) and triethylamine (2... Starting materials: CCOc1ccc2ccccc2c1C(=O)O, CCN=C=NCCCN(C)C, CN(C)C=O, Cl, Cl, Cl, NC(Cc1ccc(C(F)(F)F)cc1)C(=O)c1ccc(F)cc1, O, On1nnc2ccccc21. Product: CCOc1ccc2ccccc2c1C(=O)NC(Cc1ccc(C(F)(F)F)cc1)C(=O)c1ccc(F)cc1. Reaction SMILES: [CH2:24]([CH3:25])[O:26][c:27]1[c:28]([C:37](=[O:38])[OH:39])[c:29]2[cH:30][cH:31][cH:32][cH:33][c:34]2[cH:35][cH:36]1.[CH2:41]([N:42]=[C:43]=[N:44][CH2:45][CH2:46][CH2:47][N:48]([CH3:49])[CH3:50])[CH3:51].[CH3:63][N:64]([CH3:65])[CH:66]=[O:67].[ClH:1].[ClH:40].[ClH:62].[F:2][c:3]1[cH:4][cH:5][c:6]([C:9]([CH:10]([CH2:11][c:12]2[cH:13][cH:14][c:15]([C:18]([F:19])([F:20])[F:21])[cH:16][cH:17]2)[NH2:22])=[O:23])[cH:7][cH:8]1.[OH2:68].[OH:52][n:53]1[c:54]2[cH:55][cH:56][cH:57][cH:58][c:59]2[n:60][n:61]1>>[F:2][c:3]1[cH:4][cH:5][c:6]([C:9]([CH:10]([CH2:11][c:12]2[cH:13][cH:14][c:15]([C:18]([F:19])([F:20])[F:21])[cH:16][cH:17]2)[NH:22][C:37]([c:28]2[c:27]([O:26][CH2:24][CH3:25])[cH:36][cH:35][c:34]3[c:29]2[cH:30][cH:31][cH:32][cH:33]3)=[O:38])=[O:23])[cH:7][cH:8]1. Reactants: C=O (paraformaldehyde), C(=O)C(C(=O)OC)CC(=O)OC (dimethyl 2-formylsuccinate). Reagents/catalysts: C(C)(=O)O (acetic acid), CNC (dimethylamine). Solvent: CO (methanol). Reaction conditions: temperature 50 celsius, time 7 hour. The product is C(C(=C)CC(=O)OC)(=O)OC (dimethyl itaconate). Isolated yield 96.5%. RXN SMILES: C=O.[CH:3]([CH:5]([CH2:10][C:11]([O:13][CH3:14])=[O:12])[C:6]([O:8][CH3:9])=[O:7])=O>CO.C(O)(=O)C.CNC>[C:6]([O:8][CH3:9])(=[O:7])[C:5]([CH2:10][C:11]([O:13][CH3:14])=[O:12])=[CH2:3]. Procedure: 60 g of paraformaldehyde are added to a solution of 6.0 g of acetic acid and 6.75 g of dimethylamine in 800 g of methanol, after which 348 g of dimethyl 2-formylsuccinate are added dropwise in the course of 20 minutes. The mixture is stirred for 7 hours at 50° C. and allowed to cool, and methanol and methyl formate are distilled off. The residue is taken up in ethyl acetate and the solution is washed with 100 g of 10% strength sulfuric acid and distilled. 305 g of isomer-free dimethyl itaconate ... The reactants are [BH4-], CC(CNS(=O)(=O)C(C)C)c1ccc(-c2ccc(C=O)cc2)cc1, CCO, [Na+]. Product: CC(CNS(=O)(=O)C(C)C)c1ccc(-c2ccc(CO)cc2)cc1. Reaction SMILES: [BH4-:25].[CH3:1][CH:2]([CH3:3])[S:4](=[O:5])(=[O:6])[NH:7][CH2:8][CH:9]([CH3:10])[c:11]1[cH:12][cH:13][c:14](-[c:17]2[cH:18][cH:19][c:20]([CH:23]=[O:24])[cH:21][cH:22]2)[cH:15][cH:16]1.[CH3:27][CH2:28][OH:29].[Na+:26]>>[CH3:1][CH:2]([CH3:3])[S:4](=[O:5])(=[O:6])[NH:7][CH2:8][CH:9]([CH3:10])[c:11]1[cH:12][cH:13][c:14](-[c:17]2[cH:18][cH:19][c:20]([CH2:23][OH:24])[cH:21][cH:22]2)[cH:15][cH:16]1. Yields the product ClC=1C(=CC=C2CCC(CC12)NC(C1=C(C=CC=C1)CCC)=O)N (8-chloro-7-amino-2-(n-propylbenzoyl)amino-1,2,3,4-tetrahydronaphthalene). The reactants are ClC=1C(=CC=C2CCC(CC12)NC(C1=C(C=CC=C1)CCC)=O)[N+](=O)[O-] (8-chloro-7-nitro-2-(n-propylbenzoyl)amino-1,2,3,4-tetrahydronaphthalene), C(=O)[O-].[NH4+] (ammonium formate). As a reaction SMILES: [Cl:1][C:2]1[C:3]([N+:24]([O-])=O)=[CH:4][CH:5]=[C:6]2[C:11]=1[CH2:10][CH:9]([NH:12][C:13](=[O:23])[C:14]1[CH:19]=[CH:18][CH:17]=[CH:16][C:15]=1[CH2:20][CH2:21][CH3:22])[CH2:8][CH2:7]2.C([O-])=O.[NH4+]>[Pd]>[Cl:1][C:2]1[C:3]([NH2:24])=[CH:4][CH:5]=[C:6]2[C:11]=1[CH2:10][CH:9]([NH:12][C:13](=[O:23])[C:14]1[CH:19]=[CH:18][CH:17]=[CH:16][C:15]=1[CH2:20][CH2:21][CH3:22])[CH2:8][CH2:7]2 |f:1.2|. Yield: 70.9%. Reagents/catalysts: [Pd] (Pd/C). Reported procedure: A mixture of 12 g (32 mmol) 8-chloro-7-nitro-2-(n-propylbenzoyl)amino-1,2,3,4-tetrahydronaphthalene, 25 g ammonium formate and 1.0 g Pd/C (added cautiously under inert atmosphere) was stirred over night. After filtering (Celite) and evaporation the material was brought to suspension in ethyl acetate. Filtering and evaporation yielded 7.8 g (22.7 mmol) of 8-chloro-7-amino-2-(n-propylbenzoyl)amino-1,2,3,4-tetrahydronaphthalene, which was recharged with 50 g ammonium formate, 2g Pd/C (added cautiou... The reactants are N1CC(CCC1)CN1CCC2=C(CC1=O)C=C(C(=C2)OC)OC (3-[(piperidin-3-yl)-methyl]-7,8-dimethoxy-2-oxo-1,3,4,5-tetrahydro-2H-3-benzazepine), ClCC1=C(C=CC2=CC=CC=C12)C (1-chloromethyl-2-methylnaphthalene). Product: Cl.CC1=C(C2=CC=CC=C2C=C1)CN1CC(CCC1)CN1CCC2=C(CC1=O)C=C(C(=C2)OC)OC (3-[(N-((2-Methyl-naphth-1-yl)-methyl)-piperidin-3-yl)-methyl]-7,8-dimethoxy-2-oxo-1,3,4,5-tetrahydro-2H-3-benzazepine-hydrochloride). Reaction SMILES: [NH:1]1[CH2:6][CH2:5][CH2:4][CH:3]([CH2:7][N:8]2[C:14](=[O:15])[CH2:13][C:12]3[CH:16]=[C:17]([O:22][CH3:23])[C:18]([O:20][CH3:21])=[CH:19][C:11]=3[CH2:10][CH2:9]2)[CH2:2]1.[Cl:24][CH2:25][C:26]1[C:35]2[C:30](=[CH:31][CH:32]=[CH:33][CH:34]=2)[CH:29]=[CH:28][C:27]=1[CH3:36]>>[ClH:24].[CH3:36][C:27]1[CH:28]=[CH:29][C:30]2[C:35](=[CH:34][CH:33]=[CH:32][CH:31]=2)[C:26]=1[CH2:25][N:1]1[CH2:6][CH2:5][CH2:4][CH:3]([CH2:7][N:8]2[C:14](=[O:15])[CH2:13][C:12]3[CH:16]=[C:17]([O:22][CH3:23])[C:18]([O:20][CH3:21])=[CH:19][C:11]=3[CH2:10][CH2:9]2)[CH2:2]1 |f:2.3|. Reported procedure: Prepared from 3-[(piperidin-3-yl)-methyl]-7,8-dimethoxy-2-oxo-1,3,4,5-tetrahydro-2H-3-benzazepine and 1-chloromethyl-2-methylnaphthalene analogously to Example 1. Starting materials: Cl.C(N)(=N)N1CCC(CC1)CCC(=O)O (1-amidino-4-piperidinepropionic acid hydrochloride), OC1=CC=C(C=C1)S(=O)(=O)N (p-hydroxybenzene sulfonamide), C1(CCCCC1)N=C=NC1CCCCC1 (dicyclohexylcarbodiimide), CN(C=O)C (dimethylformamide). Run in N1=CC=CC=C1 (pyridine), CO (methanol). Conditions: time 24 hour. Yields the product Cl.C(N)(=N)N1CCC(CC1)CCC(=O)OC1=CC=C(C=C1)S(=O)(=O)N (p-aminosulfonylphenyl 1-amidino-4-piperidinepropionate hydrochloride). The yield is 57.7%. RXN SMILES: [ClH:1].[C:2]([N:5]1[CH2:10][CH2:9][CH:8]([CH2:11][CH2:12][C:13]([OH:15])=[O:14])[CH2:7][CH2:6]1)(=[NH:4])[NH2:3].O[C:17]1[CH:22]=[CH:21][C:20]([S:23]([NH2:26])(=[O:25])=[O:24])=[CH:19][CH:18]=1.C1(N=C=NC2CCCCC2)CCCCC1.CN(C)C=O>CO.N1C=CC=CC=1>[ClH:1].[C:2]([N:5]1[CH2:10][CH2:9][CH:8]([CH2:11][CH2:12][C:13]([O:15][C:17]2[CH:22]=[CH:21][C:20]([S:23]([NH2:26])(=[O:25])=[O:24])=[CH:19][CH:18]=2)=[O:14])[CH2:7][CH2:6]1)(=[NH:3])[NH2:4] |f:0.1,7.8|. Procedure: A mixture of 4.7 g of 1-amidino-4-piperidinepropionic acid hydrochloride, 3.5 g of p-hydroxybenzene sulfonamide, 4.1 g of dicyclohexylcarbodiimide, 10 ml of dry dimethylformamide and 20 ml of dry pyridine was stirred at room temperature for 24 hours. After removal of any insoluble materials, the solvent was removed. The residue was treated with ethyl acetate and then with ether to give crystals. The crystals were dissolved in methanol, and any insoluble materials were removed by filtration. Ethe...